Dataset: the Open Reaction Database (ORD), a public repository of structured organic reaction records. Task: describe an organic reaction: reactants, conditions, products, and yield Reactants: Cl (hydrochloric acid), Cl (HCl), NC1=C(C=C(C=C1)Cl)C(O)C1=C(C=CC=C1)F (2-amino-5-chloro-α-(2-fluorophenyl)benzenemethanol), N (ammonia). Reagents/catalysts: [Zn] (zinc), [Zn] (zinc). The solvent is CO.C(Cl)(Cl)Cl (MeOH CHCl3), CO.C(Cl)(Cl)Cl (MeOH CHCl3), CCOCC (ether), C(C)#N (acetonitrile), C1(=CC=CC=C1)C (toluene), CCOC(=O)C.CCCCCC (EtOAc hexane). Conditions: time 1 hour. The product is ClC1=CC(=C(C=C1)N)CC1=C(C=CC=C1)F (4-Chloro-2-[(2-fluorophenyl)methyl]benzenamine). RXN SMILES: Cl.[NH2:2][C:3]1[CH:8]=[CH:7][C:6]([Cl:9])=[CH:5][C:4]=1[CH:10]([C:12]1[CH:17]=[CH:16][CH:15]=[CH:14][C:13]=1[F:18])O.N>CCOCC.[Zn].C(#N)C.CCOC(C)=O.CCCCCC.CO.C(Cl)(Cl)Cl.C1(C)C=CC=CC=1>[Cl:9][C:6]1[CH:7]=[CH:8][C:3]([NH2:2])=[C:4]([CH2:10][C:12]2[CH:17]=[CH:16][CH:15]=[CH:14][C:13]=2[F:18])[CH:5]=1 |f:6.7,8.9|. Procedure: In a 5 l. three-necked flask fitted with stirrer, reflux condenser and thermometer is placed 2.5 l. of 6 N hydrochloric acid. It is heated to 50°-75° C. and 300-340 g of crude 2-amino-5-chloro-α-(2-fluorophenyl)benzenemethanol from the first example is added to the stirred acid. A dark oil may form. 400-425 g of zinc dust is added in portions with continued heating during 15-20 min. The temperature should be 90°-100° C. The addition of the zinc dust is mildly exothermic. The reaction mixture is ...